From a dataset of the Open Reaction Database (ORD), a public repository of structured organic reaction records. describe an organic reaction: reactants, conditions, products, and yield The reactants are C(C)(=O)[O-].[Na+] (sodium acetate), OC(CC(=O)C1C2(CCCC2)C=CC=C1C)C (3-hydroxy-1-(7-methylspiro[4.5]deca-7,9-dien-6-yl)butan-1-one), OC(CC(=O)C=1C2(CCCC2)CC=CC1C)C (3-hydroxy-1-(7-methylspiro[4.5]deca-6,8-dien-6-yl)butan-1-one), OC(CC(=O)C1C2(CCCC2)CC=CC1=C)C (3-hydroxy-1-(7-methylenespiro[4.5]dec-8-en-6-yl)butan-1-one), C(C)(=O)OC(C)=O (acetic anhydride), C(C)(=O)[O-].[Na+] (sodium acetate). The solvent is C(=O)(O)[O-].[Na+] (NaHCO3). Run at temperature 80 celsius, time 16 hour. Yields the product crude product, CC=1C(C2(CCCC2)C=CC1)C(\C=C\C)=O ((E)-1-(7-methylspiro[4.5]deca-7,9-dien-6-yl)but-2-en-1-one). The yield is 77.0%. RXN SMILES: O[CH:2]([CH3:17])[CH2:3][C:4]([CH:6]1[C:15]([CH3:16])=[CH:14][CH:13]=[CH:12][C:7]21[CH2:11][CH2:10][CH2:9][CH2:8]2)=[O:5].OC(C)CC(C1C2(CC=CC=1C)CCCC2)=O.OC(C)CC(C1C(=C)C=CCC21CCCC2)=O.C(OC(=O)C)(=O)C.C([O-])(=O)C.[Na+]>C([O-])(O)=O.[Na+]>[CH3:16][C:15]1[CH:6]([C:4](=[O:5])/[CH:3]=[CH:2]/[CH3:17])[C:7]2([CH:12]=[CH:13][CH:14]=1)[CH2:8][CH2:9][CH2:10][CH2:11]2 |f:4.5,6.7|. Procedure: A 81:14:3 mixture of 3-hydroxy-1-(7-methylspiro[4.5]deca-7,9-dien-6-yl)butan-1-one, 3-hydroxy-1-(7-methylspiro[4.5]deca-6,8-dien-6-yl)butan-1-one, and 3-hydroxy-1-(7-methylenespiro[4.5]dec-8-en-6-yl)butan-1-one (0.2 g, 0.85 mmol), acetic anhydride (0.17 ml, 1.8 mmol) and sodium acetate (77 mg, 3.0 mmol) was stirred at 80° C. for 16 h, treated with sodium acetate (30 mg, 0.37 mmol), stirred at 80° C. for 2 h, cooled to 0° C., poured into cold saturated aqueous NaHCO3 (20 ml), and extracted three ... The reactants are [N+](=O)([O-])C=1C=C(C(=O)NC=2C=CC3=C(N(C=N3)C(CC(=O)OCC)C3=CC=CC=C3)C2)C=CC1 (ethyl 3-{6-[(3-nitrobenzoyl)amino]-1H-benzimidazol-1-yl}-3-phenylpropanoate), solution. The solvent is Cl (hydrochloric acid). Product: [N+](=O)([O-])C=1C=C(C(=O)NC=2C=CC3=C(N(C=N3)C(CC(=O)O)C3=CC=CC=C3)C2)C=CC1 (3-{6-[(3-Nitrobenzoyl)amino]-1H-benzimidazol-1-yl}-3-phenylpropanoic acid), Phase II. As a reaction SMILES: [N+:1]([C:4]1[CH:5]=[C:6]([CH:32]=[CH:33][CH:34]=1)[C:7]([NH:9][C:10]1[CH:11]=[CH:12][C:13]2[N:17]=[CH:16][N:15]([CH:18]([C:25]3[CH:30]=[CH:29][CH:28]=[CH:27][CH:26]=3)[CH2:19][C:20]([O:22]CC)=[O:21])[C:14]=2[CH:31]=1)=[O:8])([O-:3])=[O:2]>Cl>[N+:1]([C:4]1[CH:5]=[C:6]([CH:32]=[CH:33][CH:34]=1)[C:7]([NH:9][C:10]1[CH:11]=[CH:12][C:13]2[N:17]=[CH:16][N:15]([CH:18]([C:25]3[CH:26]=[CH:27][CH:28]=[CH:29][CH:30]=3)[CH2:19][C:20]([OH:22])=[O:21])[C:14]=2[CH:31]=1)=[O:8])([O-:3])=[O:2]. Reported procedure: A solution of ethyl 3-{6-[(3-nitrobenzoyl)amino]-1H-benzimidazol-1-yl}-3-phenylpropanoate (40 mg, 87 μmol) in hydrochloric acid (20 mL of a 5N solution) was stirred at room temperature for 96 hours. The solution was then evaporated in vacuo, and the residue was purified by RP-HPLC to afford the title compound, [LCMS (Method A, Mobile Phase II) RT=3.92 min, MH+ 431]. The reactants are BrC=1C=C2C=CC(=C(C2=CC1)C)O (6-bromo-1-methyl-2-naphthol), N(=NC(=O)OC(C)C)C(=O)OC(C)C (diisopropyl azodicarboxylate), OC(C(=O)OCC)CC1=CC=CC=C1 (ethyl 2-hydroxy-3-phenylpropanoate), C1(=CC=CC=C1)P(C1=CC=CC=C1)C1=CC=CC=C1 (triphenylphosphine). Run in C1=CC=CC=C1 (benzene). Product: BrC=1C=C2C=CC(=C(C2=CC1)C)OC(C(=O)OCC)CC1=CC=CC=C1 (ethyl 2-[(6-bromo-1-methyl-2-naphthyl)oxy]-3-phenylpropanoate). Yield: 43.7%. Reaction SMILES: [Br:1][C:2]1[CH:3]=[C:4]2[C:9](=[CH:10][CH:11]=1)[C:8]([CH3:12])=[C:7]([OH:13])[CH:6]=[CH:5]2.O[CH:15]([CH2:21][C:22]1[CH:27]=[CH:26][CH:25]=[CH:24][CH:23]=1)[C:16]([O:18][CH2:19][CH3:20])=[O:17].C1(P(C2C=CC=CC=2)C2C=CC=CC=2)C=CC=CC=1.N(C(OC(C)C)=O)=NC(OC(C)C)=O>C1C=CC=CC=1>[Br:1][C:2]1[CH:3]=[C:4]2[C:9](=[CH:10][CH:11]=1)[C:8]([CH3:12])=[C:7]([O:13][CH:15]([CH2:21][C:22]1[CH:23]=[CH:24][CH:25]=[CH:26][CH:27]=1)[C:16]([O:18][CH2:19][CH3:20])=[O:17])[CH:6]=[CH:5]2. Procedure: Following the procedure described in Step 2 of Example 4, 6-bromo-1-methyl-2-naphthol (2.44 g 10.3 mmol) was coupled to ethyl 2-hydroxy-3-phenylpropanoate (3.0 g, 15 mmol) in presence of triphenylphosphine (4.17 g, 15.9 mmol) and diisopropyl azodicarboxylate (3.0 mL, 15 mmol) in benzene (65 mL). Purification by flash chromatography using 100% hexane and 1-4% ethyl acetate in hexane as eluants afforded ethyl 2-[(6-bromo-1-methyl-2-naphthyl)oxy]-3-phenylpropanoate as a transparent yellow gum (1.86... Reactants: COC(=O)C=1N=C(SC1C1=CC=CC=C1)Br (2-bromo-5-phenyl-thiazole-4-carboxylic acid methyl ester), CNC (dimethylamine). Yields the product CN(C=1SC(=C(N1)C(=O)O)C1=CC=CC=C1)C (2-Dimethylamino-5-phenyl-thiazole-4-carboxylic Acid). Reaction SMILES: C[O:2][C:3]([C:5]1[N:6]=[C:7](Br)[S:8][C:9]=1[C:10]1[CH:15]=[CH:14][CH:13]=[CH:12][CH:11]=1)=[O:4].[CH3:17][NH:18][CH3:19]>>[CH3:17][N:18]([CH3:19])[C:7]1[S:8][C:9]([C:10]2[CH:15]=[CH:14][CH:13]=[CH:12][CH:11]=2)=[C:5]([C:3]([OH:2])=[O:4])[N:6]=1. Procedure: prepared by reaction of 2-bromo-5-phenyl-thiazole-4-carboxylic acid methyl ester with dimethylamine. LC-MS: tR=0.81 min; [M+H]+=249.1. Starting materials: C1(=CC=CC=C1)C1=NC=CC2=C(C=CC=C12)C(=O)OC (1-Phenyl-5-methoxycarbonylisoquinoline), C1(=CC=CC=C1)C1=NC=CC2=C(C=CC=C12)CO (1-Phenyl-5-hydroxymethylisoquinoline). Yields the product C1(CCC1)C1=NC=CC=2C(=CC=CC12)CC#N (1-cyclobutylisoquinoline-5-acetonitrile). RXN SMILES: [C:1]1([C:7]2[C:16]3[C:11](=[C:12]([C:17](OC)=O)[CH:13]=[CH:14][CH:15]=3)[CH:10]=[CH:9][N:8]=2)[CH:6]=[CH:5][CH:4]=CC=1.C1([C:27]2C3C(=C(CO)C=CC=3)C=C[N:28]=2)C=CC=CC=1>>[CH:1]1([C:7]2[C:16]3[CH:15]=[CH:14][CH:13]=[C:12]([CH2:17][C:27]#[N:28])[C:11]=3[CH:10]=[CH:9][N:8]=2)[CH2:4][CH2:5][CH2:6]1. Reported procedure: 1-Amino-2-(2-hydroxymethylphenyl)ethane and cyclobutanecarbonyl chloride were successively reacted in the same way as in steps (b) and (c) of Example 12 to afford 1-cyclobutylcarbonylamino-2-(2-hydroxymethylphenyl)ethane as in oil. The product was successively reacted in the same way as in steps (d), (e), (f) and (g) of Example 12 to afford 1-cyclobutylisoquinoline-5-acetonitrile. The product was treated in the same way as in Example 3 to afford 1-cyclobutylisoquinoline-5-acetic acid having a de... Starting materials: O=C([O-])[O-], CCc1oc2cc(O)ccc2c1C(=O)NC, COCC1CCCN1C(=O)c1cc2nccc(Cl)c2s1, [Cs+], [Cs+]. Yields the product CCc1oc2cc(Oc3ccnc4cc(C(=O)N5CCCC5COC)sc34)ccc2c1C(=O)NC. As a reaction SMILES: [C:37](=[O:38])([O-:39])[O-:40].[CH3:21][NH:22][C:23](=[O:24])[c:25]1[c:26]2[c:27]([o:28][c:29]1[CH2:30][CH3:31])[cH:32][c:33]([OH:36])[cH:34][cH:35]2.[Cl:1][c:2]1[c:3]2[c:4]([n:5][cH:6][cH:7]1)[cH:8][c:9]([C:11](=[O:12])[N:13]1[CH:14]([CH2:18][O:19][CH3:20])[CH2:15][CH2:16][CH2:17]1)[s:10]2.[Cs+:41].[Cs+:42]>>[c:2]1([O:36][c:33]2[cH:32][c:27]3[c:26]([c:25]([C:23]([NH:22][CH3:21])=[O:24])[c:29]([CH2:30][CH3:31])[o:28]3)[cH:35][cH:34]2)[c:3]2[c:4]([n:5][cH:6][cH:7]1)[cH:8][c:9]([C:11](=[O:12])[N:13]1[CH:14]([CH2:18][O:19][CH3:20])[CH2:15][CH2:16][CH2:17]1)[s:10]2. Reactants: CC(=O)O, CC(=O)OC(C)=O, OO, O=C1c2ccccc2-c2[nH]c(=O)cnc21. Product: O=C1c2ccccc2-c2[nH]c(=O)c(=O)[nH]c21. As a reaction SMILES: [CH3:18][C:19](=[O:20])[OH:21].[CH3:22][C:23]([O:24][C:25](=[O:26])[CH3:27])=[O:28].[OH:16][OH:17].[n:1]1[c:2]2[c:3]([nH:4][c:5](=[O:7])[cH:6]1)-[c:8]1[cH:9][cH:10][cH:11][cH:12][c:13]1[C:14]2=[O:15]>>[nH:1]1[c:2]2[c:3]([nH:4][c:5](=[O:7])[c:6]1=[O:16])-[c:8]1[cH:9][cH:10][cH:11][cH:12][c:13]1[C:14]2=[O:15]. Starting materials: CC(=O)O[BH-](OC(C)=O)OC(C)=O, CC1CCNC(c2nc(-c3cccc(Cl)c3)no2)C1, CC(Cl)Cl, [Na+], O=Cc1ccccn1. Product: CC1CCN(Cc2ccccn2)C(c2nc(-c3cccc(Cl)c3)no2)C1. As a reaction SMILES: [C:28]([O:29][BH-:30]([O:31][C:32](=[O:33])[CH3:34])[O:35][C:36](=[O:37])[CH3:38])(=[O:39])[CH3:40].[Cl:1][c:2]1[cH:3][c:4](-[c:8]2[n:9][o:10][c:11]([CH:13]3[NH:14][CH2:15][CH2:16][CH:17]([CH3:19])[CH2:18]3)[n:12]2)[cH:5][cH:6][cH:7]1.[Cl:42][CH:43]([Cl:44])[CH3:45].[Na+:41].[n:20]1[c:21]([CH:26]=[O:27])[cH:22][cH:23][cH:24][cH:25]1>>[Cl:1][c:2]1[cH:3][c:4](-[c:8]2[n:9][o:10][c:11]([CH:13]3[N:14]([CH2:26][c:21]4[n:20][cH:25][cH:24][cH:23][cH:22]4)[CH2:15][CH2:16][CH:17]([CH3:19])[CH2:18]3)[n:12]2)[cH:5][cH:6][cH:7]1. Reactants: N1(C=NC=C1)C(=O)N1C=NC=C1 (di(1H-imidazol-1-yl)methanone), C1(CCCCC1)C1N(CCC(C1)C(=O)O)C(=O)OC (2-cyclohexyl-1-(methoxycarbonyl)piperidine-4-carboxylic acid), C1(CCCCC1)C1N(CCC(C1)C(=O)O)C(=O)OC (2-cyclohexyl-1-(methoxycarbonyl)piperidine-4-carboxylic acid), [Cl-].[Mg+2].[Cl-] (magnesium chloride), C(CC(=O)O)(=O)O.C(C)[K] (ethyl potassium malonate). Run in C1CCOC1 (THF), C1CCOC1 (THF). Conditions: temperature 50 celsius, time 2.5 hour. Product: C1(CCCCC1)[C@@H]1N(CC[C@H](C1)C(CC(=O)OCC)=O)C(=O)OC (Trans-methyl 2-cyclohexyl-4-(3-ethoxy-3-oxopropanoyl)piperidine-1-carboxylate). Isolated yield 8.5%. Reaction SMILES: [Cl-].[Mg+2].[Cl-].[C:4]([OH:10])(=[O:9])[CH2:5][C:6]([OH:8])=O.[CH2:11]([K])[CH3:12].N1(C(N2C=CN=C2)=O)C=CN=C1.[CH:26]1([CH:32]2[CH2:37][CH:36](C(O)=O)[CH2:35][CH2:34][N:33]2[C:41]([O:43][CH3:44])=[O:42])[CH2:31][CH2:30][CH2:29][CH2:28][CH2:27]1>C1COCC1>[CH:26]1([C@H:32]2[CH2:37][C@H:36]([C:6](=[O:8])[CH2:5][C:4]([O:10][CH2:11][CH3:12])=[O:9])[CH2:35][CH2:34][N:33]2[C:41]([O:43][CH3:44])=[O:42])[CH2:27][CH2:28][CH2:29][CH2:30][CH2:31]1 |f:0.1.2,3.4|. Procedure details: A suspension of magnesium chloride (2.085 g, 21.89 mmol) and ethyl potassium malonate (3.73 g, 21.89 mmol) in dry THF (80 mL) was stirred under nitrogen atmosphere at 50° C. for 2.5 h (flask 1). In another flask di(1H-imidazol-1-yl)methanone (2.96 g, 18.24 mmol) was added portionwise to a solution of 2-cyclohexyl-1-(methoxycarbonyl)piperidine-4-carboxylic acid (3.28 g, 12.16 mmol) (reference compound 35) in dry THF (20 mL) at 0° C. and put under nitrogen atmosphere. The ice bath was removed and ... The yield is 65.2%. Reported procedure: To a solution of (R)-2-[2-(5-fluoro-2-methylphenyl)-2-methylpropyl]-2-trifluoromethyloxirane (18.5 g, 67.0 mmol) in 200 mL of anhydrous DMSO was added lithium trimethylsilylacetylide (0.5 M in THF, 201 mL, 101 mmol). The resulting brown solution was stirred at room temperature for 5 hours. The reaction mixture was poured into 500 mL of water and extracted with three 500 mL portions of 10% ethyl acetate/hexanes. The combined organic phases were washed with two 500 mL portions of water and one 500... Solvent: CS(=O)C (DMSO), C1CCOC1 (THF), O (water). Reactants: FC=1C=CC(=C(C1)C(C[C@]1(OC1)C(F)(F)F)(C)C)C ((R)-2-[2-(5-fluoro-2-methylphenyl)-2-methylpropyl]-2-trifluoromethyloxirane), [Li] (lithium), [Cl-].[NH4+] (ammonium chloride), [F-].C(CCC)[N+](CCCC)(CCCC)CCCC (tetrabutylammonium fluoride). Run at time 5 hour. The product is FC=1C=CC(=C(C1)C(C[C@](CC#C)(O)C(F)(F)F)(C)C)C ((S)-6-(5-fluoro-2-methylphenyl)-6-methyl-4-trifluoromethylhept-1-yn-4-ol). RXN SMILES: [F:1][C:2]1[CH:3]=[CH:4][C:5]([CH3:19])=[C:6]([C:8]([CH3:18])([CH3:17])[CH2:9][C@:10]2([C:13]([F:16])([F:15])[F:14])[CH2:12][O:11]2)[CH:7]=1.[Li].[F-].[CH2:22]([N+](CCCC)(CCCC)CCCC)[CH2:23]CC.[Cl-].[NH4+]>CS(C)=O.C1COCC1.O>[F:1][C:2]1[CH:3]=[CH:4][C:5]([CH3:19])=[C:6]([C:8]([CH3:18])([CH3:17])[CH2:9][C@@:10]([C:13]([F:16])([F:15])[F:14])([OH:11])[CH2:12][C:22]#[CH:23])[CH:7]=1 |f:2.3,4.5,^1:19|.